From a dataset of the Open Reaction Database (ORD), a public repository of structured organic reaction records. describe an organic reaction: reactants, conditions, products, and yield Reactants: BrC=1N=CC2=CC=CC=C2C1 (3-bromoisoquinoline), CN(C)C=O (DMF), N#N (N2). The reagents and catalysts are C=1C=CC(=CC1)[P](C=2C=CC=CC2)(C=3C=CC=CC3)[Pd]([P](C=4C=CC=CC4)(C=5C=CC=CC5)C=6C=CC=CC6)([P](C=7C=CC=CC7)(C=8C=CC=CC8)C=9C=CC=CC9)[P](C=1C=CC=CC1)(C=1C=CC=CC1)C=1C=CC=CC1 (Pd(PPh3)4), [C-]#N.[C-]#N.[Zn+2] (Zn(CN)2). Conditions: temperature 120 celsius. The product is C1=NC=C(C2=CC=CC=C12)C#N (Isoquinolin-4-carbonitrile). The yield is 27.4%. RXN SMILES: Br[C:2]1[N:3]=[CH:4][C:5]2[C:10]([CH:11]=1)=[CH:9][CH:8]=[CH:7][CH:6]=2.N#N.[CH3:14][N:15](C=O)C>C1C=CC([P]([Pd]([P](C2C=CC=CC=2)(C2C=CC=CC=2)C2C=CC=CC=2)([P](C2C=CC=CC=2)(C2C=CC=CC=2)C2C=CC=CC=2)[P](C2C=CC=CC=2)(C2C=CC=CC=2)C2C=CC=CC=2)(C2C=CC=CC=2)C2C=CC=CC=2)=CC=1.[C-]#N.[C-]#N.[Zn+2]>[CH:4]1[C:5]2[C:10](=[CH:9][CH:8]=[CH:7][CH:6]=2)[C:11]([C:14]#[N:15])=[CH:2][N:3]=1 |f:4.5.6,^1:22,24,43,62|. Reported procedure: To a stirred solution of 3-bromoisoquinoline (Intermediate-12) (9.2 g, 44.2 mmol) in DMF (15 mL) were added, Pd(PPh3)4 (10.2 g, 8.84 mmol) and Zn(CN)2 (10.34 g, 88.44 mmol, 2.0 eq) and the solution was degassed with N2 for 20 min. It was then heated to 120° C. overnight. After the completion (TLC), reaction mixture was cooled to RT, filtered and concentrated under reduced pressure. The crude product obtained was purified by flash column chromatography (10% EtOAc:Hexanes) to afford the desired co...